Dataset: the Open Reaction Database (ORD), a public repository of structured organic reaction records. Task: describe an organic reaction: reactants, conditions, products, and yield Reactants: N(C(=N)N)C=1SC(=C(N1)C)C(=O)NCCCOCC(=O)OCCCC (butyl {3-[(2-guanidino-4-methyl-thiazole-5-carbonyl)-amino]-propoxy}-acetate), Cl (hydrochloric acid). Yields the product Cl.N(C(=N)N)C=1SC(=C(N1)C)C(=O)NCCCOCC(=O)O ([3-[(2-guanidino-4-methyl-thiazole-5-carbonyl)-amino]-propoxy]-acetic acid hydrochloride). As a reaction SMILES: [NH:1]([C:5]1[S:6][C:7]([C:11]([NH:13][CH2:14][CH2:15][CH2:16][O:17][CH2:18][C:19]([O:21]CCCC)=[O:20])=[O:12])=[C:8]([CH3:10])[N:9]=1)[C:2]([NH2:4])=[NH:3].[ClH:26]>>[ClH:26].[NH:1]([C:5]1[S:6][C:7]([C:11]([NH:13][CH2:14][CH2:15][CH2:16][O:17][CH2:18][C:19]([OH:21])=[O:20])=[O:12])=[C:8]([CH3:10])[N:9]=1)[C:2]([NH2:4])=[NH:3] |f:2.3|. Procedure details: 151 mg of butyl {3-[(2-guanidino-4-methyl-thiazole-5-carbonyl)-amino]-propoxy}-acetate are stirred for 5 hrs. in 3 ml of 25% hydrochloric acid. The reaction mixture is evaporated to dryness in a vacuum and the residue is lyophilized from acetic acid. There are obtained 144 mg of [3-[(2-guanidino-4-methyl-thiazole-5-carbonyl)-amino]-propoxy]-acetic acid hydrochloride (1:1), m.p. 48-51° C., MS: 316 (M+H)+. Starting materials: ClC1=C(C(CN2C=NC=C2)OCC2=C(C=C(C=C2)Cl)Cl)C=CC(=C1)Cl (1-[2,4-dichloro-β-(2,4-dichlorobenzyloxy)phenethyl]-imidazole), FC1=CC=C(CI)C=C1 (p-fluorobenzyl iodide). The product is [I-].ClC1=C(C(C[N+]2=CN(C=C2)CC2=CC=C(C=C2)F)OCC2=C(C=C(C=C2)Cl)Cl)C=CC(=C1)Cl (1-[2,4-Dichloro-β-(2,4-dichlorobenzyloxy)phenethyl]-3-(p-fluorobenzyl)-imidazolium iodide). RXN SMILES: [Cl:1][C:2]1[CH:24]=[C:23]([Cl:25])[CH:22]=[CH:21][C:3]=1[CH:4]([O:11][CH2:12][C:13]1[CH:18]=[CH:17][C:16]([Cl:19])=[CH:15][C:14]=1[Cl:20])[CH2:5][N:6]1[CH:10]=[CH:9][N:8]=[CH:7]1.[F:26][C:27]1[CH:34]=[CH:33][C:30]([CH2:31][I:32])=[CH:29][CH:28]=1>>[I-:32].[Cl:1][C:2]1[CH:24]=[C:23]([Cl:25])[CH:22]=[CH:21][C:3]=1[CH:4]([O:11][CH2:12][C:13]1[CH:18]=[CH:17][C:16]([Cl:19])=[CH:15][C:14]=1[Cl:20])[CH2:5][N+:6]1[CH:10]=[CH:9][N:8]([CH2:31][C:30]2[CH:33]=[CH:34][C:27]([F:26])=[CH:28][CH:29]=2)[CH:7]=1 |f:2.3|. Procedure details: mp. 151° -153° C., by the reaction of 1-[2,4-dichloro-β-(2,4-dichlorobenzyloxy)phenethyl]-imidazole and p-fluorobenzyl iodide. Starting materials: CN1N=C(N=C1NCCCOC1=CC(=CC=C1)CN(C)C)Cl (1-methyl-3-chloro-N5 -[3-[3-[(dimethylamino)methyl]phenoxy]propyl]-1H-1,2,4-triazole-5-amine), N1CCCC1 (pyrrolidine), [I-].[Na+] (sodium iodide). The solvent is Cl (hydrochloric acid). Product: CN1N=C(N=C1NCCCOC1=CC(=CC=C1)CN(C)C)N1CCCC1 (1-Methyl-3-(1-pyrrolidinyl)-N5 -[3-[3-[(dimethylamino)methyl]phenoxy]propyl]-1H-1,2,4-triazole-5-amine). The yield is 61.0%. As a reaction SMILES: [CH3:1][N:2]1[C:6]([NH:7][CH2:8][CH2:9][CH2:10][O:11][C:12]2[CH:17]=[CH:16][CH:15]=[C:14]([CH2:18][N:19]([CH3:21])[CH3:20])[CH:13]=2)=[N:5][C:4](Cl)=[N:3]1.[NH:23]1[CH2:27][CH2:26][CH2:25][CH2:24]1.[I-].[Na+]>Cl>[CH3:1][N:2]1[C:6]([NH:7][CH2:8][CH2:9][CH2:10][O:11][C:12]2[CH:17]=[CH:16][CH:15]=[C:14]([CH2:18][N:19]([CH3:21])[CH3:20])[CH:13]=2)=[N:5][C:4]([N:23]2[CH2:27][CH2:26][CH2:25][CH2:24]2)=[N:3]1 |f:2.3|. Procedure: A mixture of 1-methyl-3-chloro-N5 -[3-[3-[(dimethylamino)methyl]phenoxy]propyl]-1H-1,2,4-triazole-5-amine (0.4 g), pyrrolidine (0.71 g) and sodium iodide (0.3 g) was heated at 180° in an autoclave for 16 hr. The reaction mixture was dissolved in dilute hydrochloric acid, washed with ethyl acetate, basified with sodium hydroxide and extracted with toluene. The toluene extracts were fractionally distilled to give the title compound as a pale yellow oil (0.27 g) b.p. 210° (0.04 mm). TLC silica; eth... Starting materials: FC(C1=CC=C(C=C1)CN)(F)F ((4-(trifluoromethyl)phenyl)methanamine), O=C1N(CCC1(C1=CC=CC=C1)C1=CC=CC=C1)CC(=O)O (2-(2-oxo-3,3-diphenylpyrrolidin-1-yl)acetic acid), Cl.C(C)N=C=NCCCN(C)C (N1-((ethylimino)methylene)-N3,N3-dimethylpropane-1,3-diamine hydrochloride). The solvent is ClCCl (dichloromethane). Run at time 8 hour. The product is O=C1N(CCC1(C1=CC=CC=C1)C1=CC=CC=C1)CC(=O)NCC1=CC=C(C=C1)C(F)(F)F (2-(2-oxo-3,3-diphenylpyrrolidin-1-yl)-N-[4-(trifluoromethyl)benzyl]acetamide). As a reaction SMILES: [F:1][C:2]([F:12])([F:11])[C:3]1[CH:8]=[CH:7][C:6]([CH2:9][NH2:10])=[CH:5][CH:4]=1.[O:13]=[C:14]1[C:18]([C:25]2[CH:30]=[CH:29][CH:28]=[CH:27][CH:26]=2)([C:19]2[CH:24]=[CH:23][CH:22]=[CH:21][CH:20]=2)[CH2:17][CH2:16][N:15]1[CH2:31][C:32](O)=[O:33].Cl.C(N=C=NCCCN(C)C)C>ClCCl>[O:13]=[C:14]1[C:18]([C:25]2[CH:26]=[CH:27][CH:28]=[CH:29][CH:30]=2)([C:19]2[CH:24]=[CH:23][CH:22]=[CH:21][CH:20]=2)[CH2:17][CH2:16][N:15]1[CH2:31][C:32]([NH:10][CH2:9][C:6]1[CH:5]=[CH:4][C:3]([C:2]([F:11])([F:12])[F:1])=[CH:8][CH:7]=1)=[O:33] |f:2.3|. Procedure: A solution of (4-(trifluoromethyl)phenyl)methanamine (0.033 g, 0.186 mmol), 2-(2-oxo-3,3-diphenylpyrrolidin-1-yl)acetic acid (Example 1C, 0.050 g, 0.169 mmol) and N1-((ethylimino)methylene)-N3,N3-dimethylpropane-1,3-diamine hydrochloride (0.049 g, 0.254 mmol) in dichloromethane (0.5 mL) was stirred at room temperature. After stirring overnight, the reaction was loaded directly onto a SF15-12 column (Analogix®, Burlington, Wis.), and the title compound was eluted using a gradient of 5% to 100% et... Reactants: CC(=O)OC1C(Cl)C(CCl)OC(C(Cl)(Cl)C([O-])=NCl)C1OC(C)=O, COC(=O)CCCCCCCCC1(O)OC(COCc2ccccc2)C(O)C(OC2OC(C)C(OCc3ccccc3)C(OCc3ccccc3)C2OCc2ccccc2)C1NC(C)=O. Product: COC(=O)CCCCCCCCC1(O)OC(COCc2ccccc2)C(OC2OC(CCl)C(Cl)C(OC(C)=O)C2OC(C)=O)C(OC2OC(C)C(OCc3ccccc3)C(OCc3ccccc3)C2OCc2ccccc2)C1NC(C)=O. RXN SMILES: [C:1]([CH3:2])(=[O:3])[O:4][CH:5]1[CH:6]([C:18]([Cl:19])([Cl:20])[C:21](=[N:22][Cl:23])[O-:24])[O:7][CH:8]([CH2:16][Cl:17])[CH:9]([Cl:15])[CH:10]1[O:11][C:12]([CH3:13])=[O:14].[CH3:25][O:26][C:27](=[O:28])[CH2:29][CH2:30][CH2:31][CH2:32][CH2:33][CH2:34][CH2:35][CH2:36][C:37]1([OH:38])[CH:39]([NH:86][C:87]([CH3:88])=[O:89])[CH:40]([O:41][CH:42]2[CH:43]([O:44][CH2:45][c:46]3[cH:47][cH:48][cH:49][cH:50][cH:51]3)[CH:52]([O:53][CH2:54][c:55]3[cH:56][cH:57][cH:58][cH:59][cH:60]3)[CH:61]([O:62][CH2:63][c:64]3[cH:65][cH:66][cH:67][cH:68][cH:69]3)[CH:70]([CH3:72])[O:71]2)[CH:73]([OH:74])[CH:75]([CH2:77][O:78][CH2:79][c:80]2[cH:81][cH:82][cH:83][cH:84][cH:85]2)[O:76]1>>[C:1]([CH3:2])(=[O:3])[O:4][CH:5]1[CH:6]([O:74][CH:73]2[CH:40]([O:41][CH:42]3[CH:43]([O:44][CH2:45][c:46]4[cH:47][cH:48][cH:49][cH:50][cH:51]4)[CH:52]([O:53][CH2:54][c:55]4[cH:56][cH:57][cH:58][cH:59][cH:60]4)[CH:61]([O:62][CH2:63][c:64]4[cH:65][cH:66][cH:67][cH:68][cH:69]4)[CH:70]([CH3:72])[O:71]3)[CH:39]([NH:86][C:87]([CH3:88])=[O:89])[C:37]([CH2:36][CH2:35][CH2:34][CH2:33][CH2:32][CH2:31][CH2:30][CH2:29][C:27]([O:26][CH3:25])=[O:28])([OH:38])[O:76][CH:75]2[CH2:77][O:78][CH2:79][c:80]2[cH:81][cH:82][cH:83][cH:84][cH:85]2)[O:7][CH:8]([CH2:16][Cl:17])[CH:9]([Cl:15])[CH:10]1[O:11][C:12]([CH3:13])=[O:14]. Starting materials: NC(COC1=NOC2=C1C=C(C=C2)Cl)CCC (3-(2-aminopentyloxy)-5-chloro-1,2-benzoisoxazole), C(=O)OC(C)=O (acetic formic anhydride), [OH-].[Na+] (sodium hydroxide). Solvent: C(Cl)Cl (methylene chloride). The product is ClC=1C=CC2=C(C(=NO2)OCC(CCC)NC=O)C1 (5-chloro-3-(2-formylaminopentyloxy)-1,2-benzoisoxazole). As a reaction SMILES: [NH2:1][CH:2]([CH2:15][CH2:16][CH3:17])[CH2:3][O:4][C:5]1[C:9]2[CH:10]=[C:11]([Cl:14])[CH:12]=[CH:13][C:8]=2[O:7][N:6]=1.[CH:18](OC(=O)C)=[O:19].[OH-].[Na+]>C(Cl)Cl>[Cl:14][C:11]1[CH:12]=[CH:13][C:8]2[O:7][N:6]=[C:5]([O:4][CH2:3][CH:2]([NH:1][CH:18]=[O:19])[CH2:15][CH2:16][CH3:17])[C:9]=2[CH:10]=1 |f:2.3|. Procedure details: To a solution of 1 g of 3-(2-aminopentyloxy)-5-chloro-1,2-benzoisoxazole in 10 ml of methylene chloride is added 0.42 g of acetic formic anhydride with ice-cooling, and they are subjected to reaction at room temperature for one hour. The solvent is removed by distillation under reduced pressure, and water and ethyl acetate are added to the residue obtained, and the pH is adjusted to 8 with a 20% (w/w) aqueous sodium hydroxide solution. After shaking, the organic layer is separated. The separated...